Dataset: the Open Reaction Database (ORD), a public repository of structured organic reaction records. Task: describe an organic reaction: reactants, conditions, products, and yield Reactants: [OH-].[Na+] (sodium hydroxide), Cl (hydrochloric acid), BrC1=CC(=CC=2C(C3=CC=CC=C3OC12)=O)O (4-bromo-2-hydroxy-9-oxo-9H-xanthene), C([O-])([O-])=O.[K+].[K+] (potassium carbonate), BrCC(=O)OCC (ethyl bromoacetate). The solvent is O (water), CN(C)C=O (DMF). Run at time 1.5 hour. Product: BrC1=CC(=CC=2C(C3=CC=CC=C3OC12)=O)OCC(=O)O (4-bromo-9-oxo-9H-xanthene-2-yloxyacetic acid). Isolated yield 75.0%. RXN SMILES: [Br:1][C:2]1[C:15]2[O:14][C:13]3[C:8](=[CH:9][CH:10]=[CH:11][CH:12]=3)[C:7](=[O:16])[C:6]=2[CH:5]=[C:4]([OH:17])[CH:3]=1.C(=O)([O-])[O-].[K+].[K+].Br[CH2:25][C:26]([O:28]CC)=[O:27].[OH-].[Na+].Cl>O.CN(C=O)C>[Br:1][C:2]1[C:15]2[O:14][C:13]3[C:8](=[CH:9][CH:10]=[CH:11][CH:12]=3)[C:7](=[O:16])[C:6]=2[CH:5]=[C:4]([O:17][CH2:25][C:26]([OH:28])=[O:27])[CH:3]=1 |f:1.2.3,5.6|. Procedure: A mixture of 4-bromo-2-hydroxy-9-oxo-9H-xanthene (2.0 g), potassium carbonate (1.9 g), ethyl bromoacetate (2.3 g) and DMF (20 ml) was stirred at 60°-70° C. for 1.5 hours. After cooling the mixture, sodium hydroxide (4 g) and water (40 ml) were added and the resulting mixture was stirred at 90°-100° C. for 30 minutes. After cooling, the mixture was rendered acidic with hydrochloric acid and the solid crystal was recovered by filtration, washed with water and dried. Recrystallization from ethanol ... Procedure: Treatment of (±)-(7-{[(trifluoromethyl)sulfonyl]oxy}-2,3-dihydro-1-benzofuran-2-yl)methyl 4-methylbenzenesulfonate (1.5 g, 3.32 mmol) with phenylboronic acid (0.95 g, 4.97 mmol), tetrakis(triphenylphosphine)palladium(0) (0.38 g, 0.33 mmol), and potassium phosphate (1.41 g, 6.64 mmol) generally according to the procedure described for Intermediate 50 provided 0.40 g (32%) of (±)-(7-phenyl-2,3-dihydro-1-benzofuran-2-yl)methyl 4-methylbenzenesulfonate as a white solid. Rf=0.48 (silica, ethyl acetat... As a reaction SMILES: [CH3:1][C:2]1[CH:7]=[CH:6][C:5]([S:8]([O:11][CH2:12][CH:13]2[CH2:17][C:16]3[CH:18]=[CH:19][CH:20]=[C:21](OS(C(F)(F)F)(=O)=O)[C:15]=3[O:14]2)(=[O:10])=[O:9])=[CH:4][CH:3]=1.[C:30]1(B(O)O)[CH:35]=[CH:34][CH:33]=[CH:32][CH:31]=1.P([O-])([O-])([O-])=O.[K+].[K+].[K+]>C1C=CC([P]([Pd]([P](C2C=CC=CC=2)(C2C=CC=CC=2)C2C=CC=CC=2)([P](C2C=CC=CC=2)(C2C=CC=CC=2)C2C=CC=CC=2)[P](C2C=CC=CC=2)(C2C=CC=CC=2)C2C=CC=CC=2)(C2C=CC=CC=2)C2C=CC=CC=2)=CC=1>[CH3:1][C:2]1[CH:7]=[CH:6][C:5]([S:8]([O:11][CH2:12][CH:13]2[CH2:17][C:16]3[CH:18]=[CH:19][CH:20]=[C:21]([C:30]4[CH:35]=[CH:34][CH:33]=[CH:32][CH:31]=4)[C:15]=3[O:14]2)(=[O:9])=[O:10])=[CH:4][CH:3]=1 |f:2.3.4.5,^1:50,52,71,90|. The yield is 31.7%. Reactants: CC1=CC=C(C=C1)S(=O)(=O)OCC1OC2=C(C1)C=CC=C2OS(=O)(=O)C(F)(F)F ((±)-(7-{[(trifluoromethyl)sulfonyl]oxy}-2,3-dihydro-1-benzofuran-2-yl)methyl 4-methylbenzenesulfonate), Intermediate 50, C1(=CC=CC=C1)B(O)O (phenylboronic acid), P(=O)([O-])([O-])[O-].[K+].[K+].[K+] (potassium phosphate). The reagents and catalysts are C=1C=CC(=CC1)[P](C=2C=CC=CC2)(C=3C=CC=CC3)[Pd]([P](C=4C=CC=CC4)(C=5C=CC=CC5)C=6C=CC=CC6)([P](C=7C=CC=CC7)(C=8C=CC=CC8)C=9C=CC=CC9)[P](C=1C=CC=CC1)(C=1C=CC=CC1)C=1C=CC=CC1 (tetrakis(triphenylphosphine)palladium(0)). Product: CC1=CC=C(C=C1)S(=O)(=O)OCC1OC2=C(C1)C=CC=C2C2=CC=CC=C2 ((±)-(7-phenyl-2,3-dihydro-1-benzofuran-2-yl)methyl 4-methylbenzenesulfonate). The reactants are N(=[N+]=[N-])C1(CCCC1)C(=O)Cl (1-Azidocyclopentan-1-carbonylchloride), C(C1=CC=CC=C1)OCCN (2-benzyloxyethylamine), C(=O)([O-])[O-].[K+].[K+] (K2CO3). Run in CC(=O)C (acetone). Conditions: time 2 hour. Yields the product N(=[N+]=[N-])C1(CCCC1)C(=O)NCCOCC1=CC=CC=C1 (1-Azido-N-(2-benzyloxyethyl)cyclopentan-1-carboxamide). RXN SMILES: [N:1]([C:4]1([C:9](Cl)=[O:10])[CH2:8][CH2:7][CH2:6][CH2:5]1)=[N+:2]=[N-:3].[CH2:12]([O:19][CH2:20][CH2:21][NH2:22])[C:13]1[CH:18]=[CH:17][CH:16]=[CH:15][CH:14]=1.C([O-])([O-])=O.[K+].[K+]>CC(C)=O>[N:1]([C:4]1([C:9]([NH:22][CH2:21][CH2:20][O:19][CH2:12][C:13]2[CH:18]=[CH:17][CH:16]=[CH:15][CH:14]=2)=[O:10])[CH2:8][CH2:7][CH2:6][CH2:5]1)=[N+:2]=[N-:3] |f:2.3.4|. Procedure: 1-Azidocyclopentan-1-carbonylchloride (16.8 g) was added to a mixture of 2-benzyloxyethylamine (14.7 g), K2CO3 (16.6 g) and acetone at 0° C. After stirring at room temperature for 2 h the mixture was filtered, concentrated in vacuo and after addition water (100 ml) extracted with diethyl ether (2×100 ml).The combined organic phases were washed with brine and dried (Na2SO4). Evaporation of the solvents gave the crude 12a as an oil: 22.3 g. The reactants are CC(C)(C)OC(=O)N1CCCC1CC(=O)O, ClCCl, CCN(C(C)C)C(C)C, COc1ccc(-c2ccc(CNCCCNc3nsc4ccccc34)cc2)cc1. The product is COc1ccc(-c2ccc(CN(CCCNc3nsc4ccccc34)C(=O)CC3CCCN3C(=O)OC(C)(C)C)cc2)cc1. As a reaction SMILES: [C:30]([CH3:31])([CH3:32])([CH3:33])[O:34][C:35](=[O:36])[N:37]1[CH:38]([CH2:42][C:43](=[O:44])[OH:45])[CH2:39][CH2:40][CH2:41]1.[CH2:55]([Cl:56])[Cl:57].[CH:46]([N:47]([CH:48]([CH3:49])[CH3:50])[CH2:51][CH3:52])([CH3:53])[CH3:54].[s:1]1[n:2][c:3]([NH:10][CH2:11][CH2:12][CH2:13][NH:14][CH2:15][c:16]2[cH:17][cH:18][c:19](-[c:22]3[cH:23][cH:24][c:25]([O:28][CH3:29])[cH:26][cH:27]3)[cH:20][cH:21]2)[c:4]2[c:5]1[cH:6][cH:7][cH:8][cH:9]2>>[s:1]1[n:2][c:3]([NH:10][CH2:11][CH2:12][CH2:13][N:14]([CH2:15][c:16]2[cH:17][cH:18][c:19](-[c:22]3[cH:23][cH:24][c:25]([O:28][CH3:29])[cH:26][cH:27]3)[cH:20][cH:21]2)[C:43]([CH2:42][CH:38]2[N:37]([C:35]([O:34][C:30]([CH3:31])([CH3:32])[CH3:33])=[O:36])[CH2:41][CH2:40][CH2:39]2)=[O:44])[c:4]2[c:5]1[cH:6][cH:7][cH:8][cH:9]2. The reactants are BrC=1C=C2C(=NC1)OC1=CC=C(C=C1[C@]21N=C(OC1)N)C=1C=NC=CC1 ((5S)-3-Bromo-7-(3-pyridinyl)spiro[chromeno[2,3-b]pyridine-5,4′-[1,3]oxazol]-2′-amine), C(C)(C)NC(C)C (diisopropyl amine), CC(C#C)(C)C (3,3-dimethylbut-1-yne), CN(C)C=O (DMF). Reagents/catalysts: [Cu](I)I (copper iodide), C=1C=CC(=CC1)[P](C=2C=CC=CC2)(C=3C=CC=CC3)[Pd]([P](C=4C=CC=CC4)(C=5C=CC=CC5)C=6C=CC=CC6)([P](C=7C=CC=CC7)(C=8C=CC=CC8)C=9C=CC=CC9)[P](C=1C=CC=CC1)(C=1C=CC=CC1)C=1C=CC=CC1 (tetrakis(triphenylphosphine)palladium). Solvent: C(C)(=O)OCC (ethyl acetate), O (water). Run at temperature 90 celsius. Yields the product CC(C#CC=1C=C2C(=NC1)OC1=CC=C(C=C1[C@]21N=C(OC1)N)C=1C=NC=CC1)(C)C ((5S)-3-(3,3-dimethyl-1-butyn-1-yl)-7-(3-pyridinyl)spiro[chromeno[2,3-b]pyridine-5,4′-[1,3]oxazol]-2′-amine). Yield: 64.6%. RXN SMILES: Br[C:2]1[CH:3]=[C:4]2[C@:15]3([CH2:19][O:18][C:17]([NH2:20])=[N:16]3)[C:14]3[C:9](=[CH:10][CH:11]=[C:12]([C:21]4[CH:22]=[N:23][CH:24]=[CH:25][CH:26]=4)[CH:13]=3)[O:8][C:5]2=[N:6][CH:7]=1.C(NC(C)C)(C)C.[CH3:34][C:35]([CH3:39])([CH3:38])[C:36]#[CH:37].CN(C=O)C>O.[Cu](I)I.C1C=CC([P]([Pd]([P](C2C=CC=CC=2)(C2C=CC=CC=2)C2C=CC=CC=2)([P](C2C=CC=CC=2)(C2C=CC=CC=2)C2C=CC=CC=2)[P](C2C=CC=CC=2)(C2C=CC=CC=2)C2C=CC=CC=2)(C2C=CC=CC=2)C2C=CC=CC=2)=CC=1.C(OCC)(=O)C>[CH3:34][C:35]([CH3:39])([CH3:38])[C:36]#[C:37][C:2]1[CH:3]=[C:4]2[C@:15]3([CH2:19][O:18][C:17]([NH2:20])=[N:16]3)[C:14]3[C:9](=[CH:10][CH:11]=[C:12]([C:21]4[CH:22]=[N:23][CH:24]=[CH:25][CH:26]=4)[CH:13]=3)[O:8][C:5]2=[N:6][CH:7]=1 |^1:52,54,73,92|. Procedure details: (5S)-3-Bromo-7-(3-pyridinyl)spiro[chromeno[2,3-b]pyridine-5,4′-[1,3]oxazol]-2′-amine (170 mg, 0.415 mmol), diisopropyl amine (2911 μL, 20.77 mmol), copper iodide (15.82 mg, 0.083 mmol), tetrakis(triphenylphosphine)palladium (48.0 mg, 0.042 mmol), 3,3-dimethylbut-1-yne (171 mg, 2.082 mmol) and DMF (2769 μL, 0.415 mmol) were combined in a sealable tube, which was then flushed with argon and heated at 90° C. for 5 hours. After cooling to room temperature the reaction in the tube was diluted with wa... Reactants: [N+](=O)([O-])C=1C=C(C=CC1)NC1=C(C=O)C=CC=N1 (2-(3-nitrophenylamino)nicotinaldehyde), N1=CC=C(C=C1)CCCCCC(=O)OC (methyl 6-(pyridin-4-yl)hexanoate), [Li+].CC(C)[N-]C(C)C (LDA). Run in CN(C)C=O (DMF). The product is [N+](=O)([O-])C=1C=C(C=CC1)N1C(C(=CC2=CC=CN=C12)CCCCC1=CC=NC=C1)=O (1-(3-nitrophenyl)-3-[4-(pyridin-4-yl)butyl]-1,8-naphthyridin-2(1H)-one). As a reaction SMILES: [N+:1]([C:4]1[CH:5]=[C:6]([NH:10][C:11]2[N:18]=[CH:17][CH:16]=[CH:15][C:12]=2[CH:13]=O)[CH:7]=[CH:8][CH:9]=1)([O-:3])=[O:2].[N:19]1[CH:24]=[CH:23][C:22]([CH2:25][CH2:26][CH2:27][CH2:28][CH2:29][C:30](OC)=[O:31])=[CH:21][CH:20]=1.[Li+].CC([N-]C(C)C)C>CN(C=O)C>[N+:1]([C:4]1[CH:5]=[C:6]([N:10]2[C:11]3[C:12](=[CH:15][CH:16]=[CH:17][N:18]=3)[CH:13]=[C:29]([CH2:28][CH2:27][CH2:26][CH2:25][C:22]3[CH:21]=[CH:20][N:19]=[CH:24][CH:23]=3)[C:30]2=[O:31])[CH:7]=[CH:8][CH:9]=1)([O-:3])=[O:2] |f:2.3|. Procedure details: The procedure of Example 1 was repeated using 2-(3-nitrophenylamino)nicotinaldehyde (1.0 eq.), methyl 6-(pyridin-4-yl)hexanoate (2.0 eq., prepared in Synthetic Example 13) and LDA (2.0 eq.) to obtain 1-(3-nitrophenyl)-3-[4-(pyridin-4-yl)butyl]-1,8-naphthyridin-2(1H)-one, mp 168.8 to 169.6° C./DMF, wherein the product was purified through silica gel column chromatography and recrystallization. Run at time 30 minute. Reported procedure: 180 mg (0.188 mmol) of 2-{4-(2-(azetidin-1-yl)-6-({(2-(4-chlorophenyl)-1,3-thiazol-4-yl)methyl}sulfanyl)-3,5-dicyanopyridin-4-yl)phenoxy}ethyl N2,N6-bis(tert-butoxycarbonyl)-L-lysyl-L-alaninate (Example 3A) were initially charged in 5 ml dichloromethane. 1.0 ml (12.98 mmol) of trifluoroacetic acid was added, and the reaction solution was then stirred at RT for 30 min. The reaction solution was concentrated by evaporation and the residue was purified by preparative HPLC (acetonitrile/water+0.1% T... Starting materials: C(C)(C)(C)OC(=O)N[C@@H](CCCCNC(=O)OC(C)(C)C)C(=O)N[C@@H](C)C(=O)OCCOC1=CC=C(C=C1)C1=C(C(=NC(=C1C#N)SCC=1N=C(SC1)C1=CC=C(C=C1)Cl)N1CCC1)C#N (2-{4-(2-(Azetidin-1-yl)-6-({(2-(4-chlorophenyl)-1,3-thiazol-4-yl)methyl}sulfanyl)-3,5-dicyanopyridin-4-yl)phenoxy}ethyl N2,N6-bis(tert-butoxycarbonyl)-L-lysyl-L-alaninate), FC(C(=O)O)(F)F (trifluoroacetic acid). As a reaction SMILES: C(OC([NH:8][C@H:9]([C:22]([NH:24][C@H:25]([C:27]([O:29][CH2:30][CH2:31][O:32][C:33]1[CH:38]=[CH:37][C:36]([C:39]2[C:44]([C:45]#[N:46])=[C:43]([S:47][CH2:48][C:49]3[N:50]=[C:51]([C:54]4[CH:59]=[CH:58][C:57]([Cl:60])=[CH:56][CH:55]=4)[S:52][CH:53]=3)[N:42]=[C:41]([N:61]3[CH2:64][CH2:63][CH2:62]3)[C:40]=2[C:65]#[N:66])=[CH:35][CH:34]=1)=[O:28])[CH3:26])=[O:23])[CH2:10][CH2:11][CH2:12][CH2:13][NH:14]C(OC(C)(C)C)=O)=O)(C)(C)C.[F:67][C:68]([F:73])([F:72])[C:69]([OH:71])=[O:70]>ClCCl>[F:67][C:68]([F:73])([F:72])[C:69]([OH:71])=[O:70].[F:67][C:68]([F:73])([F:72])[C:69]([OH:71])=[O:70].[NH2:8][C@H:9]([C:22]([NH:24][C@H:25]([C:27]([O:29][CH2:30][CH2:31][O:32][C:33]1[CH:38]=[CH:37][C:36]([C:39]2[C:44]([C:45]#[N:46])=[C:43]([S:47][CH2:48][C:49]3[N:50]=[C:51]([C:54]4[CH:55]=[CH:56][C:57]([Cl:60])=[CH:58][CH:59]=4)[S:52][CH:53]=3)[N:42]=[C:41]([N:61]3[CH2:62][CH2:63][CH2:64]3)[C:40]=2[C:65]#[N:66])=[CH:35][CH:34]=1)=[O:28])[CH3:26])=[O:23])[CH2:10][CH2:11][CH2:12][CH2:13][NH2:14] |f:3.4.5|. The product is FC(C(=O)O)(F)F.FC(C(=O)O)(F)F.N[C@@H](CCCCN)C(=O)N[C@@H](C)C(=O)OCCOC1=CC=C(C=C1)C1=C(C(=NC(=C1C#N)SCC=1N=C(SC1)C1=CC=C(C=C1)Cl)N1CCC1)C#N (2-{4-(2-(Azetidin-1-yl)-6-({(2-(4-chlorophenyl)-1,3-thiazol-4-yl)methyl}sulfanyl)-3,5-dicyanopyridin-4-yl)phenoxy}ethyl L-lysyl-L-alaninate bis(trifluoroacetate)). Solvent: ClCCl (dichloromethane).